describe an organic reaction: reactants, conditions, products, and yield From a dataset of the Open Reaction Database (ORD), a public repository of structured organic reaction records. The reactants are N#CCc1ccc2ccccc2c1Br, ClCCl, CC[N+](CC)(CC)Cc1ccccc1, [Cl-], CC(C)N(CCCl)C(C)C, [Na+], [OH-], O. Yields the product CC(C)N(CCC(C#N)c1ccc2ccccc2c1Br)C(C)C. RXN SMILES: [Br:1][c:2]1[c:3]([CH2:12][C:13]#[N:14])[cH:4][cH:5][c:6]2[cH:7][cH:8][cH:9][cH:10][c:11]12.[CH2:27]([Cl:28])[Cl:29].[CH2:31]([N+:32]([CH2:33][CH3:34])([CH2:35][CH3:36])[CH2:37][CH3:38])[c:39]1[cH:40][cH:41][cH:42][cH:43][cH:44]1.[Cl-:30].[Cl:17][CH2:18][CH2:19][N:20]([CH:21]([CH3:22])[CH3:23])[CH:24]([CH3:25])[CH3:26].[Na+:16].[OH-:15].[OH2:45]>>[Br:1][c:2]1[c:3]([CH:12]([C:13]#[N:14])[CH2:18][CH2:19][N:20]([CH:21]([CH3:22])[CH3:23])[CH:24]([CH3:25])[CH3:26])[cH:4][cH:5][c:6]2[cH:7][cH:8][cH:9][cH:10][c:11]12. The reactants are COC=1C=C2C(=CN1)NC(=C2)C(=O)O (5-methoxy-1H-pyrrolo[2,3-c]pyridine-2-carboxylic acid), CO (methanol), S(O)(O)(=O)=O (sulfuric acid). The reagents and catalysts are S(O)(O)(=O)=O (sulfuric acid). Run at time 8 hour. Yields the product COC=1C=C2C(=CN1)NC(=C2)C(=O)OC (methyl 5-methoxy-1H-pyrrolo[2,3-c]pyridine-2-carboxylate). Reaction SMILES: [CH3:1][O:2][C:3]1[CH:4]=[C:5]2[CH:11]=[C:10]([C:12]([OH:14])=[O:13])[NH:9][C:6]2=[CH:7][N:8]=1.S(=O)(=O)(O)O.[CH3:20]O>S(=O)(=O)(O)O>[CH3:1][O:2][C:3]1[CH:4]=[C:5]2[CH:11]=[C:10]([C:12]([O:14][CH3:20])=[O:13])[NH:9][C:6]2=[CH:7][N:8]=1. Procedure details: To 5-methoxy-1H-pyrrolo[2,3-c]pyridine-2-carboxylic acid (1 g, 5.20 mmol) in methanol (100 ml) was added sulfuric acid (0.014 ml, 0.260 mmol). The resulting solution was heated to reflux and stirred at this temperature overnight. Then extra sulfuric acid (0.277 ml, 5.20 mmol) was added and heated at reflux for five days. The heating was stopped and the reaction mixture was concentrated to a smaller volume. The resulting suspension was diluted with ethyl acetate and washed with an aqueous saturat... Starting materials: IC (iodomethane), ( 4 ), [H-].[Na+] (Sodium hydride), FC1=C(C=C(C=C1F)[N+](=O)[O-])O (2,3-difluoro-5-nitrophenol). Solvent: CN(C)C=O.C1CCOC1 (DMF THF). Conditions: temperature 80 celsius, time 10 minute. Yields the product FC1=C(C(=CC(=C1)[N+](=O)[O-])OC)F (1,2-difluoro-3-methoxy-5-nitrobenzene). Yield: 49.1%. RXN SMILES: [H-].[Na+].[F:3][C:4]1[C:9]([F:10])=[CH:8][C:7]([N+:11]([O-:13])=[O:12])=[CH:6][C:5]=1[OH:14].I[CH3:16]>CN(C=O)C.C1COCC1>[F:10][C:9]1[CH:8]=[C:7]([N+:11]([O-:13])=[O:12])[CH:6]=[C:5]([O:14][CH3:16])[C:4]=1[F:3] |f:0.1,4.5|. Procedure details: Step M (4): Sodium hydride (120 mg, 5 mmol) was added to a solution of 2,3-difluoro-5-nitrophenol (250 mg, 1.4 mmol) in DMF/THF (4 mL/4 mL). After 10 min, iodomethane (0.2 mL, 5 mmol) was added. The mixture was heated at 80° C. for 2 h. The reaction mixture was quenched with 1 N HCl. The mixture was diluted with water and extracted with EtOAc. The organic layer was washed with brine, dried over sodium sulfate, filtered, and concentrated in vacuo to afford 1,2-difluoro-3-methoxy-5-nitrobenzene (1...